From a dataset of the Open Reaction Database (ORD), a public repository of structured organic reaction records. describe an organic reaction: reactants, conditions, products, and yield The reactants are C1(CCCCC1)N=C=NC1CCCCC1 (dicyclohexylcarbodiimide), C[C@@H]1C[C@H]2[C@H](O2)/C=C\C=C\C(=O)CC3=C(C(=CC(=C3Cl)O)O)C(=O)O1 (radicicol), C(CCCCCCC\C=C/CCCCCC)(=O)O (palmitoleic acid). Run in C(Cl)Cl (methylene chloride). Yields the product CN(C)C1=NC=CC=C1 (dimethylaminopyridine), title compound. Reaction SMILES: [CH3:1][C@H]1OC(=O)C2C(O)=CC(O)=C(Cl)C=2CC(=O)C=CC=C[C@H]2O[C@H]2C1.C(O)(=O)CCCCCCC/C=C\CCCCCC.[CH:44]1([N:50]=[C:51]=[N:52][CH:53]2[CH2:58][CH2:57][CH2:56]CC2)CCCCC1>C(Cl)Cl>[CH3:1][N:50]([C:51]1[CH:56]=[CH:57][CH:58]=[CH:53][N:52]=1)[CH3:44]. Procedure: Following a procedure similar to that described in Example 12, but using 365 mg of radicicol, 636 mg of palmitoleic acid, 20 ml of dry methylene chloride, 716 mg of dicyclohexylcarbodiimide and a catalytic amount of dimethylaminopyridine, 654 mg of the title compound were obtained. Product: COC(=O)c1ccc(O)cn1. RXN SMILES: [CH3:22][OH:23].[Cl:16][C:17]([C:18]([Cl:19])=[O:20])=[O:21].[Cl:24][CH2:25][Cl:26].[O:11]=[CH:12][N:13]([CH3:14])[CH3:15].[OH:1][c:2]1[cH:3][cH:4][c:5]([C:8](=[O:9])[OH:10])[n:6][cH:7]1>>[OH:1][c:2]1[cH:3][cH:4][c:5]([C:8](=[O:9])[O:10][CH3:12])[n:6][cH:7]1. Starting materials: CO, O=C(Cl)C(=O)Cl, ClCCl, CN(C)C=O, O=C(O)c1ccc(O)cn1.